From a dataset of the Open Reaction Database (ORD), a public repository of structured organic reaction records. describe an organic reaction: reactants, conditions, products, and yield Reactants: C[O-].[Na+] (sodium methoxide), ClC1=NC2=CC=C(C=C2C(=C1)Cl)OC (2,4-dichloro-6-methoxyquinoline), COC1=CC=C(C=C1)N (p-anisidine), C(CC(=O)O)(=O)O (malonic acid), ice water. The solvent is CO (methanol). Conditions: temperature 70 celsius, time 3 hour. The product is ClC1=NC2=CC=C(C=C2C(=C1)OC)OC (2-chloro-4,6-dimethoxyquinoline). As a reaction SMILES: [Cl:1][C:2]1[CH:11]=[C:10](Cl)[C:9]2[C:4](=[CH:5][CH:6]=[C:7]([O:13][CH3:14])[CH:8]=2)[N:3]=1.[CH3:15][O:16]C1C=CC(N)=CC=1.C(O)(=O)CC(O)=O.C[O-].[Na+]>CO>[Cl:1][C:2]1[CH:11]=[C:10]([O:16][CH3:15])[C:9]2[C:4](=[CH:5][CH:6]=[C:7]([O:13][CH3:14])[CH:8]=2)[N:3]=1 |f:3.4|. Procedure details: To a solution of 2,4-dichloro-6-methoxyquinoline (0.97 g) synthesized from p-anisidine and malonic acid according to the method of WO200226713 in methanol (20 mL) was added sodium methoxide (1.37 g), and the mixture was stirred at 70° C. for 3 h. The reaction solution was added dropwise to ice water, and the resulting solids were collected by filtration. The resulting solids were purified by silica gel column chromatography (hexane/ethyl acetate=5:1) to obtain 2-chloro-4,6-dimethoxyquinoline (0.... The reactants are COCCOCN(c1c(-c2ccc(C(F)(F)F)cc2)c(OCCO)nn1C)S(=O)(=O)c1ccc(C(C)(C)C)cc1, CCO, Cl. Yields the product Cn1nc(OCCO)c(-c2ccc(C(F)(F)F)cc2)c1NS(=O)(=O)c1ccc(C(C)(C)C)cc1. RXN SMILES: [C:1]([CH3:2])([CH3:3])([CH3:4])[c:5]1[cH:6][cH:7][c:8]([S:11](=[O:12])(=[O:13])[N:14]([CH2:15][O:16][CH2:17][CH2:18][O:19][CH3:20])[c:21]2[c:22](-[c:31]3[cH:32][cH:33][c:34]([C:37]([F:38])([F:39])[F:40])[cH:35][cH:36]3)[c:23]([O:27][CH2:28][CH2:29][OH:30])[n:24][n:25]2[CH3:26])[cH:9][cH:10]1.[CH3:42][CH2:43][OH:44].[ClH:41]>>[C:1]([CH3:2])([CH3:3])([CH3:4])[c:5]1[cH:6][cH:7][c:8]([S:11](=[O:12])(=[O:13])[NH:14][c:21]2[c:22](-[c:31]3[cH:32][cH:33][c:34]([C:37]([F:38])([F:39])[F:40])[cH:35][cH:36]3)[c:23]([O:27][CH2:28][CH2:29][OH:30])[n:24][n:25]2[CH3:26])[cH:9][cH:10]1. Reactants: OC1=NC=CC=C1 (2-hydroxypyridine), C(C)(C)(C)OC(N[C@@H](CN1C(CN(C(C1)=O)C1=C(C=CC=C1)C)(C)C)[C@H]1OC([C@@H](C1)CC)=O)=O ({(S)-2-[2,2-Dimethyl-4-(2-methylphenyl)-5-oxopiperazin-1-yl]-1-[(2S,4R)-4-ethyl-5-oxotetrahydrofuran-2-yl]ethyl}carbamic acid t-butyl ester), CC(CN)(C)C ((2,2-dimethylpropyl)amine). Conditions: temperature 80 celsius, time 4 hour. The product is C(C)(C)(C)OC(N[C@H]([C@H](C[C@@H](CC)C(NCC(C)(C)C)=O)O)CN1C(CN(C(C1)=O)C1=C(C=CC=C1)C)(C)C)=O ({(1S,2S,4R)-4-(2,2-Dimethylpropylcarbamoyl)-1-[2,2-dimethyl-4-(2-methylphenyl)-5-oxopiperazin-1-ylmethyl]-2-hydroxyhexyl}carbamic acid t-butyl ester). The yield is 89.0%. Reaction SMILES: OC1C=CC=CN=1.[C:8]([O:12][C:13](=[O:41])[NH:14][C@H:15]([C@@H:33]1[CH2:37][C@@H:36]([CH2:38][CH3:39])[C:35](=[O:40])[O:34]1)[CH2:16][N:17]1[CH2:22][C:21](=[O:23])[N:20]([C:24]2[CH:29]=[CH:28][CH:27]=[CH:26][C:25]=2[CH3:30])[CH2:19][C:18]1([CH3:32])[CH3:31])([CH3:11])([CH3:10])[CH3:9].[CH3:42][C:43]([CH3:47])([CH3:46])[CH2:44][NH2:45]>>[C:8]([O:12][C:13](=[O:41])[NH:14][C@@H:15]([CH2:16][N:17]1[CH2:22][C:21](=[O:23])[N:20]([C:24]2[CH:29]=[CH:28][CH:27]=[CH:26][C:25]=2[CH3:30])[CH2:19][C:18]1([CH3:31])[CH3:32])[C@@H:33]([OH:34])[CH2:37][C@H:36]([C:35](=[O:40])[NH:45][CH2:44][C:43]([CH3:47])([CH3:46])[CH3:42])[CH2:38][CH3:39])([CH3:11])([CH3:10])[CH3:9]. Reported procedure: 10 mg of 2-hydroxypyridine (0.11 mmol) was added to a solution of 100 mg of {(S)-2-[2,2-dimethyl-4-(2-methylphenyl)-5-oxopiperazin-1-yl]-1-[(2S,4R)-4-ethyl-5-oxotetrahydrofuran-2-yl]ethyl}carbamic acid t-butyl ester obtained in Example (110b) (0.21 mmol) in (2,2-dimethylpropyl)amine (0.5 ml), and the mixture was stirred at 80° C. for four hours. The reaction mixture was cooled and then concentrated under reduced pressure and further stirred at 80° C. for 14 hours. The reaction mixture was cooled... Reactants: solid, BrC1=CC(=CC=2C(=C3N(C12)CCNC3=O)C)F (6-bromo-8-fluoro-10-methyl-3,4-dihydro-2H-pyrazino[1,2-a]indol-1-one), BrC1=CC(=CC=2C(=C3N(C12)CCNC3=O)C)F (6-bromo-8-fluoro-10-methyl-3,4-dihydro-2H-pyrazino[1,2-a]indol-1-one), FC1=CC=C(C=C1)B(O)O (4-fluoro-phenylboronic acid). Yields the product FC1=CC=2C(=C3N(C2C(=C1)C1=CC=C(C=C1)F)CCNC3=O)C (8-Fluoro-6-(4-fluoro-phenyl)-10-methyl-3,4-dihydro-2H-pyrazino[1,2-a]indol-1-one). As a reaction SMILES: Br[C:2]1[C:10]2[N:9]3[CH2:11][CH2:12][NH:13][C:14](=[O:15])[C:8]3=[C:7]([CH3:16])[C:6]=2[CH:5]=[C:4]([F:17])[CH:3]=1.[F:18][C:19]1[CH:24]=[CH:23][C:22](B(O)O)=[CH:21][CH:20]=1>>[F:17][C:4]1[CH:3]=[C:2]([C:22]2[CH:23]=[CH:24][C:19]([F:18])=[CH:20][CH:21]=2)[C:10]2[N:9]3[CH2:11][CH2:12][NH:13][C:14](=[O:15])[C:8]3=[C:7]([CH3:16])[C:6]=2[CH:5]=1. Procedure details: The title compound, light grey solid (64 mg, 82%), MS (ISP) m/z=313.4 [(M+H)+], mp 182° C., was prepared in accordance with the general method of example 1 from 6-bromo-8-fluoro-10-methyl-3,4-dihydro-2H-pyrazino[1,2-a]indol-1-one (intermediate 14) (74.3 mg, 0.25 mmol) and commercially available 4-fluoro-phenylboronic acid (45.5 mg, 0.325 mmol). The reactants are ClC1=CC(=C(C(=O)OC)C=C1)O (methyl 4-chloro-2-hydroxybenzoate), C(C=C)Br (allyl bromide), C([O-])([O-])=O.[K+].[K+] (potassium carbonate). The solvent is CC(=O)C (acetone). Yields the product C(C=C)OC1=C(C(=O)OC)C=CC(=C1)Cl (methyl 2-allyloxy-4-chlorobenzoate). The yield is 99.3%. RXN SMILES: [Cl:1][C:2]1[CH:11]=[CH:10][C:5]([C:6]([O:8][CH3:9])=[O:7])=[C:4]([OH:12])[CH:3]=1.[CH2:13](Br)[CH:14]=[CH2:15].C(=O)([O-])[O-].[K+].[K+]>CC(C)=O>[CH2:15]([O:12][C:4]1[CH:3]=[C:2]([Cl:1])[CH:11]=[CH:10][C:5]=1[C:6]([O:8][CH3:9])=[O:7])[CH:14]=[CH2:13] |f:2.3.4|. Procedure details: A mixture of methyl 4-chloro-2-hydroxybenzoate (2f) (96.3 g, 0.52 mol), allyl bromide (134 ml, 1.55 mol) and ground potassium carbonate (107 g, 0.77 mol) in 1500 ml of dry acetone was heated under reflux for 20 hours. The inorganic salt was removed by filtration, and the solvent and excess allyl bromide evaporated to dryness to give 3f (117 g, 99.6% yield) as a yellow solid, mp 47°-55° C. NMR (CDCl3) δ 7.73 (d, 1H, J=8 Hz, aromatic proton meta to Cl), 6.97 (m, 2H, aromatic protons alpha to Cl), ... As a reaction SMILES: [C:1]1([C:7](=[O:13])[C:8]([O:10][CH2:11][CH3:12])=[O:9])[CH:6]=[CH:5][CH:4]=[CH:3][CH:2]=1.[CH:14]1([Mg]Cl)[CH2:18][CH2:17][CH2:16][CH2:15]1>O1CCCC1.C(OCC)C.C(OCC)(=O)C>[CH:14]1([C:7]([OH:13])([C:1]2[CH:6]=[CH:5][CH:4]=[CH:3][CH:2]=2)[C:8]([O:10][CH2:11][CH3:12])=[O:9])[CH2:18][CH2:17][CH2:16][CH2:15]1. Conditions: time 30 minute. The solvent is O1CCCC1 (tetrahydrofuran), C(C)OCC (diethyl ether), C(C)(=O)OCC (ethyl acetate). Procedure: To a solution of 23.5 g of ethyl phenylglyoxylate in 200 ml of tetrahydrofuran, 70 ml of 2.0 M cyclopentylmagnesium chloride solution in diethyl ether was added dropwise under cooling with ice, followed by stirring for 30 minutes at the same temperature. The reaction mixture was diluted with ethyl acetate, washed with saturated aqueous ammonium chloride solution and brine, and dried over anhydrous magnesium sulfate. Distilling the solvent off-under reduced pressure, the residue was purified by s... Reactants: C1(=CC=CC=C1)C(C(=O)OCC)=O (ethyl phenylglyoxylate), C1(CCCC1)[Mg]Cl (cyclopentylmagnesium chloride). Yields the product C1(CCCC1)C(C(=O)OCC)(C1=CC=CC=C1)O (ethyl 2-cyclopentyl-2-hydroxy-2-phenylacetate). Starting materials: CN(C)C=O (DMF), C(C)(=O)OCC (ethyl acetate), C(C1=CC=CC=C1)O[C@H]1C(O)O[C@@H]([C@H]([C@@H]1OCC1=CC=CC=C1)OCC1=CC=CC=C1)COCC1=CC=CC=C1 (2,3,4,6-Tetra-O-benzyl-D-glucopyranose), C(C(=O)Br)(=O)Br (Oxalyl bromide). Solvent: C(Cl)Cl (DCM), petrol. Conditions: temperature 0 celsius, time 40 minute. Product: C(C1=CC=CC=C1)O[C@H]1[C@H](O[C@@H]([C@H]([C@@H]1OCC1=CC=CC=C1)OCC1=CC=CC=C1)COCC1=CC=CC=C1)Br (2,3,4,6-Tetra-O-benzyl-α-D-glucopyranosyl bromide). The yield is 95.9%. As a reaction SMILES: [CH2:1]([O:8][C@@H:9]1[C@@H:15]([O:16][CH2:17][C:18]2[CH:23]=[CH:22][CH:21]=[CH:20][CH:19]=2)[C@H:14]([O:24][CH2:25][C:26]2[CH:31]=[CH:30][CH:29]=[CH:28][CH:27]=2)[C@@H:13]([CH2:32][O:33][CH2:34][C:35]2[CH:40]=[CH:39][CH:38]=[CH:37][CH:36]=2)[O:12][CH:10]1O)[C:2]1[CH:7]=[CH:6][CH:5]=[CH:4][CH:3]=1.CN(C=O)C.C(Br)(=O)C([Br:49])=O.C(OCC)(=O)C>C(Cl)Cl>[CH2:1]([O:8][C@@H:9]1[C@@H:15]([O:16][CH2:17][C:18]2[CH:23]=[CH:22][CH:21]=[CH:20][CH:19]=2)[C@H:14]([O:24][CH2:25][C:26]2[CH:31]=[CH:30][CH:29]=[CH:28][CH:27]=2)[C@@H:13]([CH2:32][O:33][CH2:34][C:35]2[CH:40]=[CH:39][CH:38]=[CH:37][CH:36]=2)[O:12][C@@H:10]1[Br:49])[C:2]1[CH:7]=[CH:6][CH:5]=[CH:4][CH:3]=1. Reported procedure: 2,3,4,6-Tetra-O-benzyl-D-glucopyranose (1.0 g, 1.9 mmol) was dissolved in anhydrous DCM (6 mL) and anhydrous DMF (0.4 mL) under argon. The resulting solution was stirred at 0° C. Oxalyl bromide (4 mL, 2M in DCM, 24 mmol) was added dropwise over a 5 min period . The reaction was stirred at RT. After a 40 min period, t.l.c. (petrol:ethyl acetate, 2:1) indicated the formation of a major product (Rf 0.7). The reaction was cooled to 0° C. and quenched with ice cold water (30 mL) added over a 5 min pe... Reactants: CC1(C)OC(=O)Nc2ccc(-c3cccc(CC#N)n3)cc21, COc1ccc(P2(=S)SP(=S)(c3ccc(OC)cc3)S2)cc1, Cc1ccc(C)cc1. The product is CC1(C)OC(=S)Nc2ccc(-c3cccc(CC#N)n3)cc21. As a reaction SMILES: [CH3:1][C:2]1([CH3:22])[O:3][C:4](=[O:21])[NH:5][c:6]2[c:7]1[cH:8][c:9](-[c:12]1[cH:13][cH:14][cH:15][c:16]([CH2:18][C:19]#[N:20])[n:17]1)[cH:10][cH:11]2.[CH3:23][O:24][c:25]1[cH:26][cH:27][c:28]([P:29]2(=[S:32])[S:30][P:31]([c:33]3[cH:34][cH:35][c:36]([O:37][CH3:38])[cH:39][cH:40]3)(=[S:41])[S:42]2)[cH:43][cH:44]1.[CH3:45][c:46]1[cH:47][cH:48][c:49]([CH3:50])[cH:51][cH:52]1>>[CH3:1][C:2]1([CH3:22])[O:3][C:4](=[S:32])[NH:5][c:6]2[c:7]1[cH:8][c:9](-[c:12]1[cH:13][cH:14][cH:15][c:16]([CH2:18][C:19]#[N:20])[n:17]1)[cH:10][cH:11]2. The reactants are [K+].[Br-] (KBr), NC=1SC=C(N1)/C(/C(=O)OCC)=N/OC1CC2CCCCC2CC1 (Ethyl 2-(2-aminothiazol-4-yl)-(Z)-2-(decahydronaphth-2-yloxyimino)acetate). Yields the product NC=1SC=C(N1)/C(/C(=O)O)=N/OC1CC2CCCCC2CC1 (2-(2-Aminothiazol-4-yl)-(Z)-2-(decahydronaphth-2-yloxyimino) acetic acid). Isolated yield 79.2%. Reaction SMILES: [NH2:1][C:2]1[S:3][CH:4]=[C:5](/[C:7](=[N:13]/[O:14][CH:15]2[CH2:24][CH2:23][CH:22]3[CH:17]([CH2:18][CH2:19][CH2:20][CH2:21]3)[CH2:16]2)/[C:8]([O:10]CC)=[O:9])[N:6]=1.[K+].[Br-]>>[NH2:1][C:2]1[S:3][CH:4]=[C:5](/[C:7](=[N:13]/[O:14][CH:15]2[CH2:24][CH2:23][CH:22]3[CH:17]([CH2:18][CH2:19][CH2:20][CH2:21]3)[CH2:16]2)/[C:8]([OH:10])=[O:9])[N:6]=1 |f:1.2|. Procedure details: Ethyl 2-(2-aminothiazol-4-yl)-(Z)-2-(decahydronaphth-2-yloxyimino)acetate (0.48 g) was hydrolysed as described in Example 4e to give the title compound (0.35 g), νmax (KBr) 3118, 2920, 1625, and 1013 cm-1, δH [(CD3)2SO]0.8-2.1 (16H, m), 4.06 (1H, m), 6.82 (1H, s), and 7.26 (3H, br s). As a reaction SMILES: [NH2:1][c:2]1[n:3][cH:4][c:5]([C:20]#[N:21])[c:6]2[n:7]([CH3:19])[c:8]3[cH:9][c:10]([C:15]([F:16])([F:17])[F:18])[cH:11][cH:12][c:13]3[c:14]12.[Na+:26].[O-:22][C:23]([OH:24])=[O:25]>>[NH2:1][c:2]1[n:3][cH:4][c:5]([C:20]([NH2:21])=[O:22])[c:6]2[n:7]([CH3:19])[c:8]3[cH:9][c:10]([C:15]([F:16])([F:17])[F:18])[cH:11][cH:12][c:13]3[c:14]12. Reactants: Cn1c2cc(C(F)(F)F)ccc2c2c(N)ncc(C#N)c21, [Na+], O=C([O-])O. Yields the product Cn1c2cc(C(F)(F)F)ccc2c2c(N)ncc(C(N)=O)c21.